This data is from the Open Reaction Database (ORD), a public repository of structured organic reaction records. The task is: describe an organic reaction: reactants, conditions, products, and yield The reactants are BrC1=C(OC=2N=CN=C(C21)N)C2=CC=CC=C2 (5-bromo-6-phenylfuro[2,3-d]pyrimidine-4-amine), Cl (hydrogen chloride), O1CCOCC1 (dioxan), N(=O)OCCC(C)C (isoamyl nitrite). The solvent is C(Cl)(Cl)Cl (chloroform), O (water). Reaction conditions: time 3 hour. The product is BrC1=C(OC=2N=CN=C(C21)Cl)C2=CC=CC=C2 (5-Bromo-4-chloro-6-phenylfuro[2,3-d]pyrimidine). Yield: 55.5%. RXN SMILES: [Br:1][C:2]1[C:10]2[C:9](N)=[N:8][CH:7]=[N:6][C:5]=2[O:4][C:3]=1[C:12]1[CH:17]=[CH:16][CH:15]=[CH:14][CH:13]=1.[ClH:18].O1CCOCC1.N(OCCC(C)C)=O>C(Cl)(Cl)Cl.O>[Br:1][C:2]1[C:10]2[C:9]([Cl:18])=[N:8][CH:7]=[N:6][C:5]=2[O:4][C:3]=1[C:12]1[CH:17]=[CH:16][CH:15]=[CH:14][CH:13]=1. Reported procedure: Put 54 g (186 mmol) 5-bromo-6-phenylfuro[2,3-d]pyrimidine-4-amine in 135 ml chloroform, add 70 ml 4 N hydrogen chloride in dioxan (280 mmol) and heat to reflux. Add 50 ml (372 mmol) isoamyl nitrite dropwise (evolution of gas). At the end of addition, stir for 3 h under reflux, before adding the cooled reaction mixture to water and extracting it with dichloromethane. Wash the organic phase with satd. sodium hydrogencarbonate solution, dry over sodium sulphate and concentrate by vacuum evaporation... Reaction conditions: temperature -78 celsius, time 15 minute. Reaction SMILES: Br[C:2]1[C:3]([CH3:15])=[C:4]2[NH:10][C:9]([CH2:11][CH2:12][CH2:13][CH3:14])=[N:8][C:5]2=[N:6][CH:7]=1.C([Li])(C)(C)C.CO>C1COCC1.CCCCC.[Cl-].[Na+].O>[CH2:11]([C:9]1[NH:10][C:4]2[C:5]([N:8]=1)=[N:6][CH:7]=[CH:2][C:3]=2[CH3:15])[CH2:12][CH2:13][CH3:14] |f:5.6.7|. Solvent: [Cl-].[Na+].O (brine), C1CCOC1 (THF), CCCCC (pentane). Procedure: To a cooled (-78° C.) stirred solution of 6-bromo-2-butyl-7-methylimidazo[4,5-b]pyridine (98 mg, 0.366 mmol) in THF (4 mL) was added tert-butyllithium (0.86 mL of a 1.7M solution in pentane, 1.46 mmol). After 15 minutes, MeOH (0.5 mL and brine were added the mixture was warmed to room temperature and extracted with EtOAc (4×10 mL). Drying (K2CO3), concentration, and purification (SiO2, 100% EtOAc) gave 60 mg (87%) of the title compound as an oil. Product: C(CCC)C=1NC=2C(=NC=CC2C)N1 (2-butyl-7-methylimidazo[4,5-b]pyridine). Yield: 86.6%. The reactants are CO (MeOH), BrC=1C(=C2C(=NC1)N=C(N2)CCCC)C (6-bromo-2-butyl-7-methylimidazo[4,5-b]pyridine), C(C)(C)(C)[Li] (tert-butyllithium), solution. Reactants: ClCCl (dichloromethane), titanium monochlorotriisopropoxide, ClCCl (dichloromethane), C(\C=C\C1=CC=CC=C1)=O (E-cinnamaldehyde), C=C1CC(=O)O1 (diketene), Cl (HCl), C(C)OCC (diethyl ether). The solvent is C(C)(C)O (isopropyl alcohol). Run at temperature 0 celsius. The product is OC(CC(CC(=O)OC(C)C)=O)\C=C\C1=CC=CC=C1 (isopropyl E-5-hydroxy-3-oxo-7-phenyl-6-heptenoate). Yield: 31.0%. As a reaction SMILES: Cl[CH2:2]Cl.[CH:4](=[O:13])/[CH:5]=[CH:6]/[C:7]1[CH:12]=[CH:11][CH:10]=[CH:9][CH:8]=1.[CH2:14]=[C:15]1[O:19][C:17](=[O:18])[CH2:16]1.Cl.[CH2:21]([O:23]CC)[CH3:22]>C(O)(C)C>[OH:13][CH:4](/[CH:5]=[CH:6]/[C:7]1[CH:12]=[CH:11][CH:10]=[CH:9][CH:8]=1)[CH2:22][C:21](=[O:23])[CH2:16][C:17]([O:19][CH:15]([CH3:14])[CH3:2])=[O:18]. Procedure details: In an atmosphere of argon, 10 ml of dichloromethane and 1.92 g (7.5 mmol) of titanium monochlorotriisopropoxide were placed in a schlenk tube, and cooled to 0° C. with stirring. To the dichloromethane solution, 0.99 g (7.5 mmol) of E-cinnamaldehyde and 1.16 ml (15 mmol) of diketene were added, and vigorously stirred at 0° C. over 21 hours to obtain a reaction mixture. To the reaction mixture, 0.6 ml of isopropyl alcohol was added, and vigorously stirred at 0° C. over 1 hour. The reaction mixture...